From a dataset of the Open Reaction Database (ORD), a public repository of structured organic reaction records. describe an organic reaction: reactants, conditions, products, and yield The reactants are C(C=C)(=O)OC (methyl acrylate), CC(C(=O)OCC=C)(C)Br (allyl 2-methyl-2-bromopropionate), 2,21-bipyridyl, C(C)(=O)OCC (ethyl acetate). Reagents/catalysts: [Cu]Br (copper (I) bromide). Solvent: C(C)#N (acetonitrile). Conditions: temperature 80 celsius. Product: CCCCOC(=O)C=C (poly(butyl acrylate)). As a reaction SMILES: [C:1]([O:5][CH3:6])(=[O:4])[CH:2]=[CH2:3].[CH3:7][C:8](Br)(C)[C:9](OCC=C)=O.C(OCC)(=O)C>[Cu]Br.C(#N)C>[CH3:7][CH2:8][CH2:9][CH2:6][O:5][C:1]([CH:2]=[CH2:3])=[O:4]. Procedure details: To a 30 mL pyrex tube were added methyl acrylate (5 mL, 4.78 g, 55.5 mmole), allyl 2-methyl-2-bromopropionate(0.354 mL, 460 mg, 2.2 mmole), copper (I) bromide (318 mg, 2.22 mmole), 2,21-bipyridyl (1.04 g, 6.66 mmole), ethyl acetate (4 mL) and acetonitrile (1 mL). The mixture was degassed by three freeze-pump-thaw cycles and then sealed. The mixture was heated to 80° C. for 3 hours and then after cooling to ambient temperature, the mixture was diluted with ethyl acetate (20 mL). An insoluble prec...